Task: describe an organic reaction: reactants, conditions, products, and yield. Dataset: the Open Reaction Database (ORD), a public repository of structured organic reaction records Reactants: COc1ccc(CNCc2ccc(OC)cc2)cc1, CCOCC, Cc1ccccc1, CCOC(=O)c1c(O)c2ccccc2[nH]c1=O. Yields the product COc1ccc(CN(Cc2ccc(OC)cc2)C(=O)c2c(O)c3ccccc3[nH]c2=O)cc1. RXN SMILES: [CH3:18][O:19][c:20]1[cH:21][cH:22][c:23]([CH2:24][NH:25][CH2:26][c:27]2[cH:28][cH:29][c:30]([O:33][CH3:34])[cH:31][cH:32]2)[cH:35][cH:36]1.[CH3:37][CH2:38][O:39][CH2:40][CH3:41].[CH3:42][c:43]1[cH:44][cH:45][cH:46][cH:47][cH:48]1.[OH:1][c:2]1[c:3]([C:13]([O:15][CH2:14][CH3:16])=[O:17])[c:4](=[O:12])[nH:5][c:6]2[cH:7][cH:8][cH:9][cH:10][c:11]12>>[OH:1][c:2]1[c:3]([C:13](=[O:15])[N:25]([CH2:24][c:23]2[cH:22][cH:21][c:20]([O:19][CH3:18])[cH:36][cH:35]2)[CH2:26][c:27]2[cH:28][cH:29][c:30]([O:33][CH3:34])[cH:31][cH:32]2)[c:4](=[O:12])[nH:5][c:6]2[cH:7][cH:8][cH:9][cH:10][c:11]12.